Dataset: the Open Reaction Database (ORD), a public repository of structured organic reaction records. Task: describe an organic reaction: reactants, conditions, products, and yield Starting materials: ClCCl, OCC=Cc1cc(F)ccc1F, O=S(Cl)Cl, c1ccc2[nH]nnc2c1. The product is Fc1ccc(F)c(C=CCCl)c1. Reaction SMILES: [Cl:26][CH2:27][Cl:28].[F:14][c:15]1[c:16]([CH:17]=[CH:18][CH2:19][OH:20])[cH:21][c:22]([F:25])[cH:23][cH:24]1.[S:1]([Cl:2])([Cl:3])=[O:4].[nH:5]1[c:6]2[cH:7][cH:8][cH:9][cH:10][c:11]2[n:12][n:13]1>>[Cl:3][CH2:19][CH:18]=[CH:17][c:16]1[c:15]([F:14])[cH:24][cH:23][c:22]([F:25])[cH:21]1. Reactants: [OH-].[Na+] (Sodium hydroxide), Br[C@H]1C([C@]2(C)[C@@H](C1)[C@@H]1CC=C3C[C@H](CC[C@]3(C)[C@H]1CC2)C)=O (16α-Bromo-3β-methylandrost-5-en-17-one), Cl (HCl). Run in O (water), CN(C=O)C (dimethylformamide). Reaction conditions: time 2 hour. The product is O[C@H]1C([C@]2(C)[C@@H](C1)[C@@H]1CC=C3C[C@H](CC[C@]3(C)[C@H]1CC2)C)=O (16α-hydroxy-3β-methylandrost-5-en-17-one). Yield: 65.2%. RXN SMILES: Br[C@@H:2]1[CH2:7][C@H:6]2[C@H:8]3[C@H:18]([CH2:19][CH2:20][C@:4]2([CH3:5])[C:3]1=[O:22])[C@:16]1([CH3:17])[C:11]([CH2:12][C@@H:13]([CH3:21])[CH2:14][CH2:15]1)=[CH:10][CH2:9]3.[OH-:23].[Na+].Cl>CN(C)C=O.O>[OH:23][C@@H:2]1[CH2:7][C@H:6]2[C@H:8]3[C@H:18]([CH2:19][CH2:20][C@:4]2([CH3:5])[C:3]1=[O:22])[C@:16]1([CH3:17])[C:11]([CH2:12][C@@H:13]([CH3:21])[CH2:14][CH2:15]1)=[CH:10][CH2:9]3 |f:1.2|. Procedure: 16α-Bromo-3β-methylandrost-5-en-17-one (1.00 g, 2.74 ,mmol) was dissolved in dimethylformamide (90 mL). Sodium hydroxide (165 mg, 4.1 mmol) in water (10 mL) was added and the solution stirred for 2 h. at room temperature. The solution was poured into 1% HCl (200 mL) and extracted with ethyl acetate (2×50 mL). The organic layer was washed with 5% sodium biocarbonate, water, then dried over magnesium sulfate and filtered. Evaporation gave a pale yellow solid which was chromatographed on flash sili...